This data is from the Open Reaction Database (ORD), a public repository of structured organic reaction records. The task is: describe an organic reaction: reactants, conditions, products, and yield Reactants: C[Si](CCOCN1N=CC(=C1)C1=NC(=CC=2N1C=CN2)C(=O)OC)(C)C (methyl 5-(1-((2-(trimethylsilyl)-ethoxy)methyl)-1H-pyrazol-4-yl)imidazo[1,2-c]pyrimidine-7-carboxylate), CCO (EtOH), O.NN (hydrazine hydrate). Yields the product C[Si](CCOCN1N=CC(=C1)C1=NC(=CC=2N1C=CN2)C(=O)NN)(C)C (5-(1-((2-(trimethylsilyl)ethoxy)methyl)-1H-pyrazol-4-yl)imidazo[1,2-c]pyrimidine-7-carbohydrazide). Isolated yield 92.7%. Reaction SMILES: [CH3:1][Si:2]([CH3:26])([CH3:25])[CH2:3][CH2:4][O:5][CH2:6][N:7]1[CH:11]=[C:10]([C:12]2[N:17]3[CH:18]=[CH:19][N:20]=[C:16]3[CH:15]=[C:14]([C:21]([O:23]C)=O)[N:13]=2)[CH:9]=[N:8]1.CCO.O.[NH2:31][NH2:32]>>[CH3:26][Si:2]([CH3:1])([CH3:25])[CH2:3][CH2:4][O:5][CH2:6][N:7]1[CH:11]=[C:10]([C:12]2[N:17]3[CH:18]=[CH:19][N:20]=[C:16]3[CH:15]=[C:14]([C:21]([NH:31][NH2:32])=[O:23])[N:13]=2)[CH:9]=[N:8]1 |f:2.3|. Procedure details: In a 20 mL flask, methyl 5-(1-((2-(trimethylsilyl)-ethoxy)methyl)-1H-pyrazol-4-yl)imidazo[1,2-c]pyrimidine-7-carboxylate (Example 122; Step C) (50 mg, 0.13 mmol) was dissolved in EtOH (540 μL, 0.13 mmol). To this was added a large excess of hydrazine hydrate (104 μL, 3.3 mmol). The reaction mixture was refluxed for 1 hour, and then concentrated down to dryness. The residue was diluted in EtOAc and washed with water and brine. The organic layer was dried with MgSO4, filtered and concentrated in v... Starting materials: N (ammonia), C(N)(=O)C=1C=C(OCC(C)NCC(COC2=CC(=C(C=C2)C(=O)OC)O)O)C=CC1O (1-[2-(3-carbamoyl-4-hydroxyphenoxy)-1-methylethylamino]-3-(3-hydroxy-4-methoxycarbonylphenoxy)propan-2-ol). Run in O1CCOCC1 (dioxan). Conditions: time 1.5 hour. The product is C(N)(=O)C1=C(C=C(OCC(CNC(COC2=CC(=C(C=C2)O)C(N)=O)C)O)C=C1)O (1-(4-carbamoyl-3-hydroxyphenoxy)-3-[2-(3-carbamoyl-4-hydroxyphenoxy)-1-methylethylamino]propan-2-ol). RXN SMILES: [NH3:1].[C:2]([C:5]1[CH:6]=[C:7]([CH:29]=[CH:30][C:31]=1[OH:32])[O:8][CH2:9][CH:10]([NH:12][CH2:13][CH:14]([OH:28])[CH2:15][O:16][C:17]1[CH:22]=[CH:21][C:20]([C:23](OC)=[O:24])=[C:19]([OH:27])[CH:18]=1)[CH3:11])(=[O:4])[NH2:3]>O1CCOCC1>[C:23]([C:20]1[CH:21]=[CH:22][C:17]([O:16][CH2:15][CH:14]([OH:28])[CH2:13][NH:12][CH:10]([CH3:11])[CH2:9][O:8][C:7]2[CH:29]=[CH:30][C:31]([OH:32])=[C:5]([C:2](=[O:4])[NH2:3])[CH:6]=2)=[CH:18][C:19]=1[OH:27])(=[O:24])[NH2:1]. Procedure details: A mixture of 50 ml of dioxan and 500 ml of concentrated ammonia solution is added to 21.5 g of 1-[2-(3-carbamoyl-4-hydroxyphenoxy)-1-methylethylamino]-3-(3-hydroxy-4-methoxycarbonylphenoxy)propan-2-ol. The reaction mixture is stirred for 1-2 hours, and as soon as it is homogeneous, left to stand for 3 days at 20°-30°. By concentration by evaporation, 20 g of crude, crystalline 1-(4-carbamoyl-3-hydroxyphenoxy)-3-[2-(3-carbamoyl-4-hydroxyphenoxy)-1-methylethylamino]propan-2-ol is obtained as a dia... Starting materials: [BH4-], CC(=O)c1cc2c(s1)CCc1cc(=O)n(-c3ccc(C)cc3)nc1-2, CO, [Na+], O. The product is Cc1ccc(-n2nc3c(cc2=O)CCc2sc(C(C)O)cc2-3)cc1. Reaction SMILES: [BH4-:25].[C:1]([CH3:2])(=[O:3])[c:4]1[cH:5][c:6]2[c:7]([s:24]1)[CH2:8][CH2:9][c:10]1[cH:11][c:12](=[O:23])[n:13](-[c:16]3[cH:17][cH:18][c:19]([CH3:22])[cH:20][cH:21]3)[n:14][c:15]1-2.[CH3:28][OH:29].[Na+:26].[OH2:27]>>[CH:1]([CH3:2])([OH:3])[c:4]1[cH:5][c:6]2[c:7]([s:24]1)[CH2:8][CH2:9][c:10]1[cH:11][c:12](=[O:23])[n:13](-[c:16]3[cH:17][cH:18][c:19]([CH3:22])[cH:20][cH:21]3)[n:14][c:15]1-2. Reactants: C1(=CC(=CC=C1)N)N (m-phenylenediamine), [NH2-].[Na+] (sodamide), C(CCCCCCC\C=C/CCCCCCCC)(=O)O (oleic acid), O (water), N1=C(C=CC=C1)C (2-picoline), N (ammonia), [H][H] (hydrogen), C1(=CC(=CC=C1)N)N (m-phenylenediamine). The solvent is C=1(C(=CC=CC1)C)C (xylene). Run at temperature 190 celsius, time 84 minute. Yields the product C(C)(=O)NC1=CC(=CC=C1)NC(C)=O (N,N'-diacetyl-m-phenylenediamine), N1=C(C=CC=C1)C (2-picoline), C1(=CC(=CC=C1)N)N (m-phenylenediamine). RXN SMILES: [NH2-].[Na+].[C:3]([OH:22])(=O)[CH2:4]CCCCCC/C=C\CCCCCCCC.[N:23]1[CH:28]=[CH:27][CH:26]=[CH:25][C:24]=1[CH3:29].N.[H][H].[C:33]1([NH2:40])[CH:38]=[CH:37][CH:36]=[C:35]([NH2:39])[CH:34]=1.[OH2:41]>C1(C)C(C)=CC=CC=1>[C:33]([NH:40][C:24]1[CH:25]=[CH:26][CH:27]=[C:28]([NH:23][C:3](=[O:22])[CH3:4])[CH:29]=1)(=[O:41])[CH3:34].[N:40]1[CH:33]=[CH:38][CH:37]=[CH:36][C:35]=1[CH3:34].[C:33]1([NH2:40])[CH:38]=[CH:37][CH:36]=[C:35]([NH2:39])[CH:34]=1 |f:0.1|. Reported procedure: A mixture of 105.7 g (2.71 moles) of sodamide and 337 cc of xylene containing 1.0 cc of oleic acid was placed in a liter Magne Drive, equipped as described in Example 15. The autoclave was closed, purged of air with nitrogen and pressurized to 100 psig with nitrogen (pressure relief valve was set at 100 psig). The sodamide slurry was heated with stirring to 190° C. and 191.7 g (2.06 moles) of 2-picoline was started adding from a Fisher-porter pressure bottle. The addition was completed over a pe... The reactants are ClC1=C(C(=C(C=C1)Cl)Cl)Cl (tetrachlorobenzene), tetrachlorobenzenes, ClC1=CC(=CC(=C1)Cl)Cl (1,3,5-trichlorobenzene). The product is ClC1=C(C=C(C=C1)Cl)Cl (1,2,4-trichlorobenzene). As a reaction SMILES: [Cl:1][C:2]1[CH:7]=[CH:6][C:5]([Cl:8])=[C:4](Cl)[C:3]=1[Cl:10].ClC1C=C(Cl)C=C(Cl)C=1>>[Cl:1][C:2]1[CH:7]=[CH:6][C:5]([Cl:8])=[CH:4][C:3]=1[Cl:10]. Reported procedure: In effect, when using a single tetrachlorobenzene or a mixture of tetrachlorobenzenes, it has been found that 1,3,5-trichlorobenzene is formed in admixture with 1,2,4-trichlorobenzene and an equivalent amount of pentachlorobenzene. The pentachlorobenzene formed in this manner reacts with 1,2,4-trichlorobenzene to yield a mixture of tetrachlorobenzenes. The formation of pentachlorobenzene is restricted, while maintaining the production of 1,3,5-trichlorobenzene, by introducing 1,2,4-trichlorobenz... Starting materials: O=CC(Br)=Cc1ccccc1, [C-]#[C-], C1CCOC1, [Li]CCCC, C#CCCCCC#C, [Li+], [Li+]. The product is C#CCCCCC#CC(O)C(Br)=Cc1ccccc1. RXN SMILES: [Br:18][C:19]([CH:20]=[O:21])=[CH:22][c:23]1[cH:24][cH:25][cH:26][cH:27][cH:28]1.[C-:14]#[C-:15].[CH2:29]1[O:30][CH2:31][CH2:32][CH2:33]1.[CH3:9][CH2:10][CH2:11][CH2:12][Li:13].[CH:1]#[C:2][CH2:3][CH2:4][CH2:5][CH2:6][C:7]#[CH:8].[Li+:16].[Li+:17]>>[C:1](#[C:2][CH2:3][CH2:4][CH2:5][CH2:6][C:7]#[CH:8])[CH:20]([C:19]([Br:18])=[CH:22][c:23]1[cH:24][cH:25][cH:26][cH:27][cH:28]1)[OH:21]. The reactants are C(C)OC(=O)N1N(C(C2=CC=CC=C12)=O)CCCSC1=NC2=C(N1CC(=O)OC(C)(C)C)C=CC=C2 (tert-Butyl {2-[3-(2,3-dihydro-1-ethyloxycarbonyl-3-oxo-indazol-2-yl)-propylsulfanyl]-benzoimidazol-1-yl}-acetate). Run in C(=O)(C(F)(F)F)O.ClCCl (TFA dichloromethane). Yields the product C(C)OC(=O)N1N(C(C2=CC=CC=C12)=O)CCCSC1=NC2=C(N1CC(=O)O)C=CC=C2 ({2-[3-(2,3-Dihydro-1-ethyloxycarbonyl-3-oxo-indazol-2-yl)-propylsulfanyl]-benzoimidazol-1-yl}-acetic acid). The yield is 13.2%. Reaction SMILES: [CH2:1]([O:3][C:4]([N:6]1[C:14]2[C:9](=[CH:10][CH:11]=[CH:12][CH:13]=2)[C:8](=[O:15])[N:7]1[CH2:16][CH2:17][CH2:18][S:19][C:20]1[N:24]([CH2:25][C:26]([O:28]C(C)(C)C)=[O:27])[C:23]2[CH:33]=[CH:34][CH:35]=[CH:36][C:22]=2[N:21]=1)=[O:5])[CH3:2]>C(O)(C(F)(F)F)=O.ClCCl>[CH2:1]([O:3][C:4]([N:6]1[C:14]2[C:9](=[CH:10][CH:11]=[CH:12][CH:13]=2)[C:8](=[O:15])[N:7]1[CH2:16][CH2:17][CH2:18][S:19][C:20]1[N:24]([CH2:25][C:26]([OH:28])=[O:27])[C:23]2[CH:33]=[CH:34][CH:35]=[CH:36][C:22]=2[N:21]=1)=[O:5])[CH3:2] |f:1.2|. Procedure: tert-Butyl {2-[3-(2,3-dihydro-1-ethyloxycarbonyl-3-oxo-indazol-2-yl)-propylsulfanyl]-benzoimidazol-1-yl}-acetate (Precursor G-01b, 63.8 mg, 0.1 mmol) is stirred in TFA/dichloromethane (1:1, 2 ml) at rt overnight. The solvents are removed in vacuo. The crude is taken up in chloroform (1 ml) and filtered over cotton wool. The solvent is removed in vacuuo and the residue is dried under high vacuum. This yields the title compound (6 mg) in 11% as a colourless oil: tR=2.24 min (LC-2), ESI-MS (pos.): ...